This data is from the Open Reaction Database (ORD), a public repository of structured organic reaction records. The task is: describe an organic reaction: reactants, conditions, products, and yield Starting materials: S(=O)(=O)(O)Cl.FC(C1=CC=CC=C1)(F)F (4-trifluoromethyl-benzene sulfochloride), C(C)(C)N(CC)C(C)C (diisopropyl ethyl amine), Cl.CNCC[C@@H]1CC[C@H](CC1)/C=C/CO (trans-3-[4-(2-methylamino-ethyl)-cyclohexyl]-(E)-prop-2-en-1-ol HCl), CS(=O)(=O)Cl (methane sulfonylchloride), N1=C(C=CC=C1C)C (2,6-lutidine). Run in ClCCl (dichloromethane), ClCCl (dichloromethane). Product: ClC/C=C/[C@@H]1CC[C@H](CC1)CCN(S(=O)(=O)C1=CC=C(C=C1)C(F)(F)F)C (trans-N-{2-[4-(3-chloro-(E)-propenyl)-cyclohexyl]-ethyl}-N-methyl-4-trifluoromethyl-benzenesulfonamide). As a reaction SMILES: Cl.[CH3:2][NH:3][CH2:4][CH2:5][C@H:6]1[CH2:11][CH2:10][C@H:9](/[CH:12]=[CH:13]/[CH2:14]O)[CH2:8][CH2:7]1.[S:16](Cl)([OH:19])(=O)=[O:17].[F:21][C:22]([F:30])([F:29])[C:23]1[CH:28]=[CH:27][CH:26]=[CH:25][CH:24]=1.C(N(C(C)C)CC)(C)C.CS([Cl:44])(=O)=O.N1C(C)=CC=CC=1C>ClCCl>[Cl:44][CH2:14]/[CH:13]=[CH:12]/[C@H:9]1[CH2:10][CH2:11][C@H:6]([CH2:5][CH2:4][N:3]([CH3:2])[S:16]([C:26]2[CH:27]=[CH:28][C:23]([C:22]([F:30])([F:29])[F:21])=[CH:24][CH:25]=2)(=[O:19])=[O:17])[CH2:7][CH2:8]1 |f:0.1,2.3|. Reported procedure: In analogy to the sequence described in examples 17.3 and 17.4, trans-3-[4-(2-methylamino-ethyl)-cyclohexyl]-(E)-prop-2-en-1-ol HCl was reacted with 4-trifluoromethyl-benzene sulfochloride in dichloromethane in the presence of diisopropyl ethyl amine followed by treatment with methane sulfonylchloride and 2,6-lutidine in dichloromethane to yield trans-N-{2-[4-(3-chloro-(E)-propenyl)-cyclohexyl]-ethyl}-N-methyl-4-trifluoromethyl-benzenesulfonamide as colorless viscous oil, MS: 424 (MH+, 1Cl). The reactants are C1C2CC3CC1CC(C2)(C3)N (1-adamantamine), CN(C)P(=O)(N(C)C)N(C)C (HMPA), N,1-adamantyl-p-nitroaniline, FC1=CC=C(C=C1)[N+](=O)[O-] (p-fluoronitrobenzene), C(=O)([O-])[O-].[K+].[K+] (K2CO3). Solvent: O (H2O). Yields the product C12(CC3CC(CC(C1)C3)C2)NC2=CC=C(C=C2)[N+](=O)[O-] (N(1-Adamantyl)p-nitroaniline). Reaction SMILES: [CH2:1]1[CH:6]2[CH2:7][C:8]3([NH2:11])[CH2:10][CH:4]([CH2:5]2)[CH2:3][CH:2]1[CH2:9]3.F[C:13]1[CH:18]=[CH:17][C:16]([N+:19]([O-:21])=[O:20])=[CH:15][CH:14]=1.C([O-])([O-])=O.[K+].[K+].CN(P(N(C)C)(N(C)C)=O)C>O>[C:8]12([NH:11][C:13]3[CH:18]=[CH:17][C:16]([N+:19]([O-:21])=[O:20])=[CH:15][CH:14]=3)[CH2:10][CH:4]3[CH2:5][CH:6]([CH2:1][CH:2]([CH2:3]3)[CH2:9]1)[CH2:7]2 |f:2.3.4|. Procedure: A mixture of 1.51 g. (0.01 mole) of 1-adamantamine, 1.41 g. p-fluoronitrobenzene and 1.38 g. K2CO3 in 10 ml. HMPA was stirred overnight in an oil bath at 135°. The mixture was allowed to cool, diluted with H2O and extracted thoroughly with C6H6. The organic layer was washed in turn with H2O and brine and taken to dryness. The waxy residue was recrystallized twice from Me2CO:cyclohexane to give 1.82 g. (67%) of N,1-adamantyl-p-nitroaniline, m.p. 188°-189°. Reactants: C(C)OC(=O)N1CCN(CC1)C([C@H](CC(=O)OC(C)(C)C)NC(=O)C1=NC2=CC(=CC=C2C(=C1)O)C)=O (4-{(S)-3-tert-Butoxycarbonyl-2-[(4-hydroxy-7-methyl-quinoline-2-carbonyl)-amino]-propionyl}-piperazine-1-carboxylic acid ethyl ester), C(C1=CC=CC=C1)OC(CBr)=O (Bromo-acetic acid benzyl ester), C([O-])([O-])=O.[Cs+].[Cs+] (cesium carbonate). The solvent is O (water), CN(C)C=O (DMF). Reaction conditions: time 4 hour. The product is C(C)OC(=O)N1CCN(CC1)C([C@H](CC(=O)OC(C)(C)C)NC(=O)C1=NC2=CC(=CC=C2C(=C1)OCC(=O)OCC1=CC=CC=C1)C)=O (4-{(S)-2-[(4-Benzyloxycarbonylmethoxy-7-methyl-quinoline-2-carbonyl)-amino]-3-tert-butoxycarbonyl-propionyl}-piperazine-1-carboxylic acid ethyl ester). Reaction SMILES: [CH2:1]([O:3][C:4]([N:6]1[CH2:11][CH2:10][N:9]([C:12](=[O:37])[C@@H:13]([NH:22][C:23]([C:25]2[CH:34]=[C:33]([OH:35])[C:32]3[C:27](=[CH:28][C:29]([CH3:36])=[CH:30][CH:31]=3)[N:26]=2)=[O:24])[CH2:14][C:15]([O:17][C:18]([CH3:21])([CH3:20])[CH3:19])=[O:16])[CH2:8][CH2:7]1)=[O:5])[CH3:2].[CH2:38]([O:45][C:46](=[O:49])[CH2:47]Br)[C:39]1[CH:44]=[CH:43][CH:42]=[CH:41][CH:40]=1.C(=O)([O-])[O-].[Cs+].[Cs+]>CN(C=O)C.O>[CH2:1]([O:3][C:4]([N:6]1[CH2:11][CH2:10][N:9]([C:12](=[O:37])[C@@H:13]([NH:22][C:23]([C:25]2[CH:34]=[C:33]([O:35][CH2:47][C:46]([O:45][CH2:38][C:39]3[CH:44]=[CH:43][CH:42]=[CH:41][CH:40]=3)=[O:49])[C:32]3[C:27](=[CH:28][C:29]([CH3:36])=[CH:30][CH:31]=3)[N:26]=2)=[O:24])[CH2:14][C:15]([O:17][C:18]([CH3:20])([CH3:21])[CH3:19])=[O:16])[CH2:8][CH2:7]1)=[O:5])[CH3:2] |f:2.3.4|. Reported procedure: To a solution of 3 g of 4-{(S)-3-tert-Butoxycarbonyl-2-[(4-hydroxy-7-methyl-quinoline-2-carbonyl)-amino]-propionyl}-piperazine-1-carboxylic acid ethyl ester and 1.5 g of Bromo-acetic acid benzyl ester in 38 ml of DMF, 2 g of cesium carbonate was added. The reaction mixture was stirred for 4 h at RT, diluted with water and extracted with ethyl acetate. The organic phase was dried over MgSO4 and the solvents were removed under reduced pressure. The crude product was purified by chromatography on s... Reactants: C(C=O)(=O)O (glyoxylic acid), CC(CCCCCCCCCCC)=O (2-tridecanone). Run in P(O)(O)(O)=O (orthophosphoric acid). Product: C(CCCCCCCCC)C(=CC(=O)O)C(C)=O (3-Decyl-4-oxo-2-pentenoic acid). As a reaction SMILES: [C:1]([OH:5])(=[O:4])[CH:2]=O.[CH3:6][C:7](=[O:19])[CH2:8][CH2:9][CH2:10][CH2:11][CH2:12][CH2:13][CH2:14][CH2:15][CH2:16][CH2:17][CH3:18]>P(=O)(O)(O)O>[CH2:9]([C:8]([C:7](=[O:19])[CH3:6])=[CH:2][C:1]([OH:5])=[O:4])[CH2:10][CH2:11][CH2:12][CH2:13][CH2:14][CH2:15][CH2:16][CH2:17][CH3:18]. Procedure details: Prepared from glyoxylic acid (4.94 g, 6.5 mmol), 2-tridecanone (12.9 g, 6.5 mmol) and orthophosphoric acid (20 ml). 1H n.m.r. δ (CDCl3) 0.87, t J 7.2 Hz, 3H, CH3; 1.30, m, 16H, CH2; 2.39, s, 3H, CH3; 2.77, t J 7.0 Hz, 2H, CH2; 6.50, s, CH. Reaction SMILES: [CH2:1]([C:13]1[N:14]=[N:15][N:16]([CH2:18][C:19]([OH:21])=O)[N:17]=1)[CH2:2][CH2:3][CH2:4][CH2:5][CH2:6][CH2:7][CH2:8][CH2:9][CH2:10][CH2:11][CH3:12].C(C1N=NN(CC(O)=O)N=1)CCCCCCCCC.[F:41][C:42]1[CH:48]=[C:47]([F:49])[CH:46]=[CH:45][C:43]=1[NH2:44].C(C1C=CC=C(C(C)C)C=1N)(C)C>>[F:41][C:42]1[CH:48]=[C:47]([F:49])[CH:46]=[CH:45][C:43]=1[NH:44][C:19](=[O:21])[CH2:18][N:16]1[N:15]=[N:14][C:13]([CH2:1][CH2:2][CH2:3][CH2:4][CH2:5][CH2:6][CH2:7][CH2:8][CH2:9][CH2:10][CH2:11][CH3:12])=[N:17]1. Reactants: C(CCCCCCCCCCC)C=1N=NN(N1)CC(=O)O (5-dodecyl-2H-tetrazole-2-acetic acid), C(C)(C)C1=C(N)C(=CC=C1)C(C)C (2,6-diisopropylaniline), C(CCCCCCCCC)C=1N=NN(N1)CC(=O)O (5-decyl-2H-tetrazole-2-acetic acid), FC1=C(N)C=CC(=C1)F (2,4-difluoroaniline). The product is FC1=C(C=CC(=C1)F)NC(CN1N=C(N=N1)CCCCCCCCCCCC)=O (N-(2,4-difluorophenyl)-5-dodecyl-2H tetrazole-2-acetamide). Procedure: When in the general procedure of Example 88 an appropriate amount of 5-dodecyl-2H-tetrazole-2-acetic acid was substituted for 5-decyl-2H-tetrazole-2-acetic acid and 2,4-difluoroaniline was substituted for 2,6-diisopropylaniline, the title compound was obtained, mp 103°-106° C.